From a dataset of the Open Reaction Database (ORD), a public repository of structured organic reaction records. describe an organic reaction: reactants, conditions, products, and yield Starting materials: Cc1cn(CCCN2C(=O)c3ccccc3C2=O)cn1, CCO, NN, O. The product is Cc1cn(CCCN)cn1. Reaction SMILES: [CH3:1][c:2]1[n:3][cH:4][n:5]([CH2:7][CH2:8][CH2:9][N:10]2[C:11](=[O:12])[c:13]3[c:14]([cH:15][cH:16][cH:17][cH:18]3)[C:19]2=[O:20])[cH:6]1.[CH3:24][CH2:25][OH:26].[NH2:22][NH2:23].[OH2:21]>>[CH3:1][c:2]1[n:3][cH:4][n:5]([CH2:7][CH2:8][CH2:9][NH2:10])[cH:6]1. Reactants: CSC (DMS), ClC1=CC=C(C=C1)N(C(CC(CCN1CCC(CC1)CC1=CC=CC=C1)C1=CC(=C(C=C1)Cl)Cl)=O)C (N-(4-Chlorophenyl)-beta-(3,4-Dichlorophenyl)-N-methyl-4-(phenylmethyl)-1-piperidinepentanamide), CO (MeOH). Solvent: C1CCOC1 (THF). Yields the product ClC1=CC=C(C=C1)N(CCC(CCN1CCC(CC1)CC1=CC=CC=C1)C1=CC(=C(C=C1)Cl)Cl)C (N-(4-Chlorophenyl)-gamma-(3,4-Dichlorophenyl)-N-methyl-4-(phenylmethyl)-1-piperidinepentanamine). Yield: 48.6%. As a reaction SMILES: [Cl:1][C:2]1[CH:7]=[CH:6][C:5]([N:8]([CH3:36])[C:9](=O)[CH2:10][CH:11]([C:27]2[CH:32]=[CH:31][C:30]([Cl:33])=[C:29]([Cl:34])[CH:28]=2)[CH2:12][CH2:13][N:14]2[CH2:19][CH2:18][CH:17]([CH2:20][C:21]3[CH:26]=[CH:25][CH:24]=[CH:23][CH:22]=3)[CH2:16][CH2:15]2)=[CH:4][CH:3]=1.CSC.CO>C1COCC1>[Cl:1][C:2]1[CH:7]=[CH:6][C:5]([N:8]([CH3:36])[CH2:9][CH2:10][CH:11]([C:27]2[CH:32]=[CH:31][C:30]([Cl:33])=[C:29]([Cl:34])[CH:28]=2)[CH2:12][CH2:13][N:14]2[CH2:19][CH2:18][CH:17]([CH2:20][C:21]3[CH:22]=[CH:23][CH:24]=[CH:25][CH:26]=3)[CH2:16][CH2:15]2)=[CH:4][CH:3]=1. Reported procedure: N-(4-Chlorophenyl)-beta-(3,4-Dichlorophenyl)-N-methyl-4-(phenylmethyl)-1-piperidinepentanamide (0.38 g) in THF (30 mL) was treated with BH3 :DMS (0.4 mL; 10M) and heated at reflux temperature for 18 hours. The cooled reaction mixture was then treated with MeOH (2.0 mL) and the solvent evaporated under reduced pressure. The residue was dissolved in EtOH (20 mL), treated with potassium carbonate and heated at reflux temperature for 3 hours. The reaction mixture was concentrated under reduced press... Starting materials: ClC=1C=C(NC)C=C(C1C=O)Cl (3,5-dichloro-4-formyl-N-methylaniline), [BH4-].[Na+] (sodium borohydride). Run in CO (methanol), O1CCCC1 (tetrahydrofuran). Run at time 30 minute. The product is ClC=1C=C(NC)C=C(C1CO)Cl (3,5-dichloro-4-hydroxymethyl-N-methylaniline). The yield is 100.7%. As a reaction SMILES: [Cl:1][C:2]1[CH:3]=[C:4]([CH:7]=[C:8]([Cl:12])[C:9]=1[CH:10]=[O:11])[NH:5][CH3:6].[BH4-].[Na+]>CO.O1CCCC1>[Cl:1][C:2]1[CH:3]=[C:4]([CH:7]=[C:8]([Cl:12])[C:9]=1[CH2:10][OH:11])[NH:5][CH3:6] |f:1.2|. Procedure details: To a solution of 3,5-dichloro-4-formyl-N-methylaniline (242 mg) in methanol (3 ml) and tetrahydrofuran (3 ml) was added sodium borohydride (45 mg) and the mixture was stirred for 30 minutes at ambient temperature. The reaction mixture was quenched with aqueous saturated ammonium chloride solution and ethyl acetate was added thereto. The separated organic layer was washed with aqueous saturated ammonium chloride solution, dried and concentrated in vacuo to give 3,5-dichloro-4-hydroxymethyl-N-meth... The reactants are CO, O=C(O)C(F)(F)F, CC(C)(C)OC(=O)Nc1ccc(OCCCc2sc(N3CCc4cccc(C(=O)Nc5nc6ccccc6s5)c4C3)nc2C(=O)O)cc1. Yields the product Nc1ccc(OCCCc2sc(N3CCc4cccc(C(=O)Nc5nc6ccccc6s5)c4C3)nc2C(=O)O)cc1. Reaction SMILES: [CH3:56][OH:57].[F:49][C:50]([F:51])([F:52])[C:53]([OH:54])=[O:55].[s:1]1[c:2]([NH:10][C:11](=[O:12])[c:13]2[cH:14][cH:15][cH:16][c:17]3[c:22]2[CH2:21][N:20]([c:23]2[s:24][c:25]([CH2:31][CH2:32][CH2:33][O:34][c:35]4[cH:36][cH:37][c:38]([NH:41][C:42]([O:43][C:44]([CH3:45])([CH3:46])[CH3:47])=[O:48])[cH:39][cH:40]4)[c:26]([C:28](=[O:29])[OH:30])[n:27]2)[CH2:19][CH2:18]3)[n:3][c:4]2[c:5]1[cH:6][cH:7][cH:8][cH:9]2>>[s:1]1[c:2]([NH:10][C:11](=[O:12])[c:13]2[cH:14][cH:15][cH:16][c:17]3[c:22]2[CH2:21][N:20]([c:23]2[s:24][c:25]([CH2:31][CH2:32][CH2:33][O:34][c:35]4[cH:36][cH:37][c:38]([NH2:41])[cH:39][cH:40]4)[c:26]([C:28](=[O:29])[OH:30])[n:27]2)[CH2:19][CH2:18]3)[n:3][c:4]2[c:5]1[cH:6][cH:7][cH:8][cH:9]2. Reactants: BrB(Br)Br, ClCCl, COc1ccc(-c2ccc3sc(COc4ccc(F)c(C(N)=O)c4F)nc3c2)cc1. Yields the product NC(=O)c1c(F)ccc(OCc2nc3cc(-c4ccc(O)cc4)ccc3s2)c1F. RXN SMILES: [B:31]([Br:32])([Br:33])[Br:34].[Cl:35][CH2:36][Cl:37].[F:1][c:2]1[c:3]([C:4](=[O:5])[NH2:6])[c:7]([F:30])[cH:8][cH:9][c:10]1[O:11][CH2:12][c:13]1[s:14][c:15]2[c:16]([n:17]1)[cH:18][c:19](-[c:22]1[cH:23][cH:24][c:25]([O:28][CH3:29])[cH:26][cH:27]1)[cH:20][cH:21]2>>[F:1][c:2]1[c:3]([C:4](=[O:5])[NH2:6])[c:7]([F:30])[cH:8][cH:9][c:10]1[O:11][CH2:12][c:13]1[s:14][c:15]2[c:16]([n:17]1)[cH:18][c:19](-[c:22]1[cH:23][cH:24][c:25]([OH:28])[cH:26][cH:27]1)[cH:20][cH:21]2. Reactants: COC1=CC=C(C2=C1OC1=C2C=CC=C1)C(N)=S (4-methoxydibenzo[b,d]furan-1-carbothioamide), C([O-])(O)=O.[Na+] (sodium bicarbonate), BrCC(=O)C1=CC=CC(=N1)C(=O)OCC (ethyl 6-(2-bromoacetyl)picolinate), O (water). The solvent is C(C)O (ethanol). Run at time 20 hour. Product: COC1=CC=C(C2=C1OC1=C2C=CC=C1)C=1SC=C(N1)C1=CC=CC(=N1)C(=O)OCC (ethyl 6-(2-(4-methoxydibenzo[b,d]furan-1-yl)thiazol-4-yl)picolinate). Isolated yield 28.0%. As a reaction SMILES: [CH3:1][O:2][C:3]1[C:8]2[O:9][C:10]3[CH:15]=[CH:14][CH:13]=[CH:12][C:11]=3[C:7]=2[C:6]([C:16](=[S:18])[NH2:17])=[CH:5][CH:4]=1.C(=O)(O)[O-].[Na+].Br[CH2:25][C:26]([C:28]1[N:33]=[C:32]([C:34]([O:36][CH2:37][CH3:38])=[O:35])[CH:31]=[CH:30][CH:29]=1)=O.O>C(O)C>[CH3:1][O:2][C:3]1[C:8]2[O:9][C:10]3[CH:15]=[CH:14][CH:13]=[CH:12][C:11]=3[C:7]=2[C:6]([C:16]2[S:18][CH:25]=[C:26]([C:28]3[N:33]=[C:32]([C:34]([O:36][CH2:37][CH3:38])=[O:35])[CH:31]=[CH:30][CH:29]=3)[N:17]=2)=[CH:5][CH:4]=1 |f:1.2|. Reported procedure: To a stirred solution of 4-methoxydibenzo[b,d]furan-1-carbothioamide (140 mg, 0.544 mmol) in ethanol (5 mL) was added sodium bicarbonate (60 mg, 0.714 mmol) and ethyl 6-(2-bromoacetyl)picolinate (150 mg, 0.551 mmol). The stirring was continued at room temperature for 20 hours. The reaction mixture was poured into the water (25 mL) and extracted with ethyl acetate (2×25 mL). The organic layer was dried over anhydrous sodium sulphate and filtered. The filtrate was evaporated at reduced pressure to... Reactants: COC12CCC(CC1)CC2 (1-methoxybicyclo[2.2.2]octane), C(C)(=O)Br (acetyl bromide). The reagents and catalysts are stannic chloride. Run in O (water), O (water). Run at temperature 0 celsius, time 0.5 hour. Yields the product BrC12CCC(CC1)CC2 (1-bromobicyclo[2.2.2]octane). Yield: 75.5%. RXN SMILES: CO[C:3]12[CH2:10][CH2:9][CH:6]([CH2:7][CH2:8]1)[CH2:5][CH2:4]2.C([Br:14])(=O)C>O>[Br:14][C:3]12[CH2:10][CH2:9][CH:6]([CH2:7][CH2:8]1)[CH2:5][CH2:4]2. Procedure: To a stirred mixture of 1-methoxybicyclo[2.2.2]octane (4.0 g, 28 mmol) and acetyl bromide (6.2 g, 50.4 mmol) was added 10 drops of stannic chloride at 0° C. After stirring for 0.5 h, the temperature was allowed to rise to 20-25° C. and stirring was continued at the same temperature for 3 h. After cooling to 0° C., water (30 mL) was added and the mixture was stirred for 10 min. Then the mixture was poured into water (150 mL) and extracted with ether (100 mL×3). The ether layers were combined, was...